This data is from the Open Reaction Database (ORD), a public repository of structured organic reaction records. The task is: describe an organic reaction: reactants, conditions, products, and yield Starting materials: C(C)(C)(C)NC(=O)C1=CN(C2=NC=C(N=C21)C2=NN(C1=CC=C(C=C21)OC(F)F)CC2CN(CCO2)C)COCC[Si](C)(C)C (N-tert-butyl-2-(5-(difluoromethoxy)-1-((4-methylmorpholin-2-yl)methyl)-1H-indazol-3-yl)-5-((2-(trimethylsilyl)ethoxy)methyl)-5H-pyrrolo[2,3-b]pyrazine-7-carboxamide), FC(C(=O)O)(F)F (trifluoroacetic acid). Solvent: ClCCl (dichloromethane). Run at time 15 hour. Yields the product C(C)(C)(C)NC(=O)C1=CNC2=NC=C(N=C21)C2=NN(C1=CC=C(C=C21)OC(F)F)CC2CN(CCO2)C (2-[5-difluoromethoxy-1-(4-methyl-morpholin-2-ylmethyl)-1H-indazol-3-yl]-5H-pyrrolo[2,3-b]pyrazine-7-carboxylic acid tert-butylamide). Yield: 43.8%. As a reaction SMILES: [C:1]([NH:5][C:6]([C:8]1[C:16]2[C:11](=[N:12][CH:13]=[C:14]([C:17]3[C:25]4[C:20](=[CH:21][CH:22]=[C:23]([O:26][CH:27]([F:29])[F:28])[CH:24]=4)[N:19]([CH2:30][CH:31]4[O:36][CH2:35][CH2:34][N:33]([CH3:37])[CH2:32]4)[N:18]=3)[N:15]=2)[N:10](COCC[Si](C)(C)C)[CH:9]=1)=[O:7])([CH3:4])([CH3:3])[CH3:2].FC(F)(F)C(O)=O>ClCCl>[C:1]([NH:5][C:6]([C:8]1[C:16]2[C:11](=[N:12][CH:13]=[C:14]([C:17]3[C:25]4[C:20](=[CH:21][CH:22]=[C:23]([O:26][CH:27]([F:29])[F:28])[CH:24]=4)[N:19]([CH2:30][CH:31]4[O:36][CH2:35][CH2:34][N:33]([CH3:37])[CH2:32]4)[N:18]=3)[N:15]=2)[NH:10][CH:9]=1)=[O:7])([CH3:4])([CH3:3])[CH3:2]. Procedure details: To a stirred solution of N-tert-butyl-2-(5-(difluoromethoxy)-1-((4-methylmorpholin-2-yl)methyl)-1H-indazol-3-yl)-5-((2-(trimethylsilyl)ethoxy)methyl)-5H-pyrrolo[2,3-b]pyrazine-7-carboxamide (63 mg, 97.9 μmol) in dichloromethane (2 mL) was added trifluoroacetic acid (1 mL). After stirring at room temperature for 15 h the mixture was concentrated in vacuo then 25 mL Jan. 10, 1960 mixture of ammonium hydroxide/methanol/dichloromethane was added. After 1 h the mixture was concentrated and purified b... Reactants: FC1=C(C=C(C=C1)C1=CC(=CC=C1)F)CNC=1C(=C(OCC(=O)O)C=CC1C)C (2-[3-[[2-fluoro-5-(3-fluorophenyl)phenyl]methylamino]-2,4-dimethyl-phenoxy]acetic acid), O=S(Cl)Cl (SOCl2), CC(C)O (i-PrOH). The product is FC1=C(C=C(C=C1)C1=CC(=CC=C1)F)CNC=1C(=C(OCC(=O)OC(C)C)C=CC1C)C (Isopropyl 2-[3-[[2-fluoro-5-(3-fluorophenyl)phenyl]methylamino]-2,4-dimethyl-phenoxy]acetate). Isolated yield 90.0%. Reaction SMILES: [F:1][C:2]1[CH:7]=[CH:6][C:5]([C:8]2[CH:13]=[CH:12][CH:11]=[C:10]([F:14])[CH:9]=2)=[CH:4][C:3]=1[CH2:15][NH:16][C:17]1[C:18]([CH3:29])=[C:19]([CH:25]=[CH:26][C:27]=1[CH3:28])[O:20][CH2:21][C:22]([OH:24])=[O:23].O=S(Cl)Cl.[CH3:34][CH:35](O)[CH3:36]>>[F:1][C:2]1[CH:7]=[CH:6][C:5]([C:8]2[CH:13]=[CH:12][CH:11]=[C:10]([F:14])[CH:9]=2)=[CH:4][C:3]=1[CH2:15][NH:16][C:17]1[C:18]([CH3:29])=[C:19]([CH:25]=[CH:26][C:27]=1[CH3:28])[O:20][CH2:21][C:22]([O:24][CH:35]([CH3:36])[CH3:34])=[O:23]. Procedure: A solution of 2-[3-[[2-fluoro-5-(3-fluorophenyl)phenyl]methylamino]-2,4-dimethyl-phenoxy]acetic acid (I(j)) (120 mg, 0.3 mmol, 1 eq) and SOCl2 (1 mL) in i-PrOH (4 mL) was heated at reflux for 2 h. The solvent was evaporated in vacuo and the residue was taken up in water and basified to pH 8 by addition of aqueous NaHCO3. The mixture was extracted with EtOAc and the organic extract was dried (Na2SO4) filtered and evaporated in vacuo. The residue obtained was purified by column chromatography to g... The reactants are C(CCCCC)P(C12CC3CC(CC(C1)C3)C2)C23CC1CC(CC(C2)C1)C3 (hexyldiadamantyl-phosphine), Cu(I)I, C[Si](C)(C)C#C (trimethylsilylacetylene), ClC1=CC=C(C=C1)[N+](=O)[O-] (4-chloronitrobenzene). The reagents and catalysts are CC(=O)[O-].CC(=O)[O-].[Pd+2] (Pd(OAc)2). Run in C(C)NCC (diethylamine). Product: [N+](=O)([O-])C1=CC=C(C=C1)C#C[Si](C)(C)C (1-(4-nitrophenyl)-2-trimethylsilylacetylene). Isolated yield 89.0%. RXN SMILES: C(P(C12CC3CC(CC(C3)C1)C2)C12CC3CC(CC(C3)C1)C2)CCCCC.[CH3:28][Si:29]([C:32]#[CH:33])([CH3:31])[CH3:30].Cl[C:35]1[CH:40]=[CH:39][C:38]([N+:41]([O-:43])=[O:42])=[CH:37][CH:36]=1>C(NCC)C.CC([O-])=O.CC([O-])=O.[Pd+2]>[N+:41]([C:38]1[CH:39]=[CH:40][C:35]([C:33]#[C:32][Si:29]([CH3:31])([CH3:30])[CH3:28])=[CH:36][CH:37]=1)([O-:43])=[O:42] |f:4.5.6|. Procedure: 0.005 mol % of Pd(OAc)2, 0.01 mol % of hexyldiadamantyl-phosphine and 1 mol % of Cu(I)I are added to a mixture of 12 mmol of trimethylsilylacetylene and 10 mmol of 4-chloronitrobenzene in 40 ml of diethylamine. The mixture is stirred under reflux until conversion is complete. The readily volatile constituents are then removed under vacuum. The residue is dissolved in toluene and washed with water. After chromatography on silica gel, 89% of 1-(4-nitrophenyl)-2-trimethylsilylacetylene is obtained.